This data is from the Open Reaction Database (ORD), a public repository of structured organic reaction records. The task is: describe an organic reaction: reactants, conditions, products, and yield Reactants: C(CC)C1=C(C=2N(C(=N1)CCOC)NC(N2)=O)CC2=CC=C(C=C2)C2=C(C=CC=C2)C2=NN=NN2 (7-n-propyl-5-methoxyethyl-8-{[2 '- (5-tetrazolyl)-4-biphenylyl]methyl}-1,2,4-triazolo[1,5-c]pyrimidin-2 (3H) -one), CC=C(C)C (amylene), B(Br)(Br)Br (boron tribromide). Solvent: C(Cl)(Cl)Cl (chloroform). Reaction conditions: time 8 hour. The product is C(CC)C1=C(C=2N(C(=N1)CBr)NC(N2)=O)CC2=CC=C(C=C2)C2=C(C=CC=C2)C2=NN=NN2 (7-n-propyl-5-bromomethyl-8-{[2 '- (5-tetrazolyl ) -4-biphenylyl]methyl}-1,2,4-triazolo[1,5-c]pyrimidin-2(3H )-one). RXN SMILES: [CH2:1]([C:4]1[N:9]=[C:8]([CH2:10]COC)[N:7]2[NH:14][C:15](=[O:17])[N:16]=[C:6]2[C:5]=1[CH2:18][C:19]1[CH:24]=[CH:23][C:22]([C:25]2[CH:30]=[CH:29][CH:28]=[CH:27][C:26]=2[C:31]2[NH:35][N:34]=[N:33][N:32]=2)=[CH:21][CH:20]=1)[CH2:2][CH3:3].CC=C(C)C.B(Br)(Br)[Br:42]>C(Cl)(Cl)Cl>[CH2:1]([C:4]1[N:9]=[C:8]([CH2:10][Br:42])[N:7]2[NH:14][C:15](=[O:17])[N:16]=[C:6]2[C:5]=1[CH2:18][C:19]1[CH:24]=[CH:23][C:22]([C:25]2[CH:30]=[CH:29][CH:28]=[CH:27][C:26]=2[C:31]2[NH:35][N:34]=[N:33][N:32]=2)=[CH:21][CH:20]=1)[CH2:2][CH3:3]. Reported procedure: 1 g of 7-n-propyl-5-methoxyethyl-8-{[2 '- (5-tetrazolyl)-4-biphenylyl]methyl}-1,2,4-triazolo[1,5-c]pyrimidin-2 (3H) -one, prepared in Example 169, are dissolved in 50 ml of chloroform stabilised with amylene. 0.7 ml of boron tribromide is added and the mixture is stirred for 8 hours at room temperature; the derivative 7-n-propyl-5-bromomethyl-8-{[2 '- (5-tetrazolyl ) -4-biphenylyl]methyl}-1,2,4-triazolo[1,5-c]pyrimidin-2(3H )-one thereby formed is taken up with dilute sodium hydroxide solution a... The reactants are C(C)N(C(=O)N[C@@H]1CN([C@@H]2CC3=CNC4=CC(=CC([C@H]2C1)=C34)C=O)C)CC (1,1-diethyl-3-(13-formyl-6-methyl-8α-ergolinyl)urea), [H-].[Al+3].[Li+].[H-].[H-].[H-] (lithium aluminum hydride), N (ammonia), Cl (hydrochloric acid), C(C(O)C(O)C(=O)O)(=O)O (tartaric acid). The solvent is C1CCOC1 (THF), C1CCOC1 (THF). Conditions: time 1 hour. Product: C(C)N(C(=O)N[C@@H]1CN([C@@H]2CC3=CNC4=CC(=CC([C@H]2C1)=C34)CO)C)CC (1,1-Diethyl-3-(6-methyl-13-hydroxymethyl-8α-ergolinyl)urea). Reaction SMILES: [H-].[Al+3].[Li+].[H-].[H-].[H-].[CH2:7]([N:9]([CH2:32][CH3:33])[C:10]([NH:12][C@H:13]1[CH2:27][C@H:26]2[C@@H:16]([CH2:17][C:18]3[C:28]4[C:21](=[CH:22][C:23]([CH:29]=[O:30])=[CH:24][C:25]2=4)[NH:20][CH:19]=3)[N:15]([CH3:31])[CH2:14]1)=[O:11])[CH3:8].Cl.C(O)(=O)C(C(C(O)=O)O)O.N>C1COCC1>[CH2:32]([N:9]([CH2:7][CH3:8])[C:10]([NH:12][C@H:13]1[CH2:27][C@H:26]2[C@@H:16]([CH2:17][C:18]3[C:28]4[C:21](=[CH:22][C:23]([CH2:29][OH:30])=[CH:24][C:25]2=4)[NH:20][CH:19]=3)[N:15]([CH3:31])[CH2:14]1)=[O:11])[CH3:33] |f:0.1.2.3.4.5|. Procedure: 80 mg of lithium aluminum hydride (2 mmol) is suspended in 5 ml of anhydrous, freshly distilled THF and, at room temperature, a solution of 350 mg of 1,1-diethyl-3-(13-formyl-6-methyl-8α-ergolinyl)urea (1 mmol), dissolved in 10 ml of anhydrous, freshly distilled THF, is added thereto. After one hour of stirring at room temperature, the mixture is combined under cooling with 5 ml of 1N hydrochloric acid, 5 ml of 2N tartaric acid solution is added, and the mixture is rendered alkaline with aqueous... Product: OCc1ccc(CC2CCCCC2)c(C(F)(F)F)c1. Reactants: [BH4-], C1CCOC1, COC(=O)c1ccc(CC2CCCCC2)c(C(F)(F)F)c1, Cl, [Li+], C1COCCO1, O. RXN SMILES: [BH4-:22].[CH2:24]1[O:25][CH2:26][CH2:27][CH2:28]1.[CH:1]1([CH2:7][c:8]2[c:9]([C:18]([F:19])([F:20])[F:21])[cH:10][c:11]([C:12](=[O:13])[O:14][CH3:15])[cH:16][cH:17]2)[CH2:2][CH2:3][CH2:4][CH2:5][CH2:6]1.[ClH:29].[Li+:23].[O:30]1[CH2:31][CH2:32][O:33][CH2:34][CH2:35]1.[OH2:36]>>[CH:1]1([CH2:7][c:8]2[c:9]([C:18]([F:19])([F:20])[F:21])[cH:10][c:11]([CH2:12][OH:13])[cH:16][cH:17]2)[CH2:2][CH2:3][CH2:4][CH2:5][CH2:6]1.